From a dataset of the Open Reaction Database (ORD), a public repository of structured organic reaction records. describe an organic reaction: reactants, conditions, products, and yield Starting materials: ClC1=C(C=C(C=C1)[N+](=O)[O-])[N+](=O)[O-] (1-chloro-2,4-dinitrobenzene), C1(CCCCC1)N (cyclohexylamine), C([O-])([O-])=O.[K+].[K+] (potassium carbonate), O (water). The solvent is CN(C=O)C (dimethylformamide). Yields the product C1(CCCCC1)NC1=C(C=C(C=C1)[N+](=O)[O-])[N+](=O)[O-] (N-Cyclohexyl-2,4-dinitroaniline). Isolated yield 97.5%. As a reaction SMILES: Cl[C:2]1[CH:7]=[CH:6][C:5]([N+:8]([O-:10])=[O:9])=[CH:4][C:3]=1[N+:11]([O-:13])=[O:12].[CH:14]1([NH2:20])[CH2:19][CH2:18][CH2:17][CH2:16][CH2:15]1.C(=O)([O-])[O-].[K+].[K+].O>CN(C)C=O>[CH:14]1([NH:20][C:2]2[CH:7]=[CH:6][C:5]([N+:8]([O-:10])=[O:9])=[CH:4][C:3]=2[N+:11]([O-:13])=[O:12])[CH2:19][CH2:18][CH2:17][CH2:16][CH2:15]1 |f:2.3.4|. Procedure: 50 g (0.247 mol) of 1-chloro-2,4-dinitrobenzene, 73.5 g (0.74 mol) of cyclohexylamine, 68 g (0.5 mol) of potassium carbonate and 20 ml of water were heated in 400 ml of dimethylformamide at 80°-90° C. for 3 h. The mixture was then concentrated under reduced pressure, and the residue was partitioned between water and ethyl acetate. The organic phase was dried and concentrated under reduced pressure to yield 63.9 g (98%) of the product. Melting point 155° C. Reactants: C2HF3O2, C(=O)(C(F)(F)F)O (TFA), C(C)(C)(C)NS(=O)(=O)C=1C(=CC=CC1)C1=CC=C(C=C1)CN1C(=NC(=C1C=O)Cl)CCCC (4′-(2-Butyl-4-chloro-5-formylimidazol-1-ylmethyl)biphenyl-2-sulfonic acid t-butylamide). Conditions: temperature 80 celsius, time 2 hour. Yields the product C(CCC)C=1N(C(=C(N1)Cl)C=O)CC1=CC=C(C=C1)C=1C(=CC=CC1)S(=O)(=O)N (4′-(2-Butyl-4-chloro-5-formylimidazol-1-ylmethyl)biphenyl-2-sulfonic acid amide). As a reaction SMILES: C(O)(C(F)(F)F)=O.C([NH:12][S:13]([C:16]1[C:17]([C:22]2[CH:27]=[CH:26][C:25]([CH2:28][N:29]3[C:33]([CH:34]=[O:35])=[C:32]([Cl:36])[N:31]=[C:30]3[CH2:37][CH2:38][CH2:39][CH3:40])=[CH:24][CH:23]=2)=[CH:18][CH:19]=[CH:20][CH:21]=1)(=[O:15])=[O:14])(C)(C)C>>[CH2:37]([C:30]1[N:29]([CH2:28][C:25]2[CH:26]=[CH:27][C:22]([C:17]3[C:16]([S:13]([NH2:12])(=[O:14])=[O:15])=[CH:21][CH:20]=[CH:19][CH:18]=3)=[CH:23][CH:24]=2)[C:33]([CH:34]=[O:35])=[C:32]([Cl:36])[N:31]=1)[CH2:38][CH2:39][CH3:40]. Procedure: C2HF3O2 (1b): TFA (10 mL, 129.8 mmol) was added to intermediate (1a) (5.0 g, 10.2 mmol). The mixture was stirred at 80° C. for 2 hours. TFA was removed under vacuum and the crude intermediate (1b), as a TFA salt, was used in the next step (5.6 g). Anal. HPLC: retention time=3.4 minutes. Gradient conditions: 25% solvent B/75% solvent A to 95% solvent B/5% solvent B over 6 minutes. MS m/z: [M+H]+ calcd for C21H22ClN3O3S, 432.11; found 432.2. The reactants are NC1=NN2C(C(=CC=C2)C2=CC=C(C=C2)N(S(=O)(=O)C)C)=N1 (N-[4-(2-amino-[1,2,4]triazolo[1,5-a]pyridin-8-yl)-phenyl]-N-methyl-methanesulfonamide), BrC1=CC=C(CN2CCS(CC2)(=O)=O)C=C1 (4-(4-bromo-benzyl)-thiomorpholine 1,1-dioxide), C1(CCCCC1)P(C1=C(C=CC=C1)C1=C(C=CC=C1)P(C1CCCCC1)C1CCCCC1)C1CCCCC1 (2,2′-bis-dicyclohexylphosphanyl-biphenyl). Yields the product O=S1(CCN(CC1)CC1=CC=C(C=C1)NC1=NN2C(C(=CC=C2)C2=CC=C(C=C2)N(S(=O)(=O)C)C)=N1)=O (N-{4-[2-({4-[(1,1-dioxidothiomorpholin-4-yl)methyl]phenyl}amino)[1,2,4]triazolo[1,5-a]pyridin-8-yl]phenyl}-N-methylmethanesulfonamide), solid. Yield: 65.0%. Reaction SMILES: [NH2:1][C:2]1[N:22]=[C:5]2[C:6]([C:10]3[CH:15]=[CH:14][C:13]([N:16]([CH3:21])[S:17]([CH3:20])(=[O:19])=[O:18])=[CH:12][CH:11]=3)=[CH:7][CH:8]=[CH:9][N:4]2[N:3]=1.Br[C:24]1[CH:38]=[CH:37][C:27]([CH2:28][N:29]2[CH2:34][CH2:33][S:32](=[O:36])(=[O:35])[CH2:31][CH2:30]2)=[CH:26][CH:25]=1.C1(P(C2CCCCC2)C2C=CC=CC=2C2C=CC=CC=2P(C2CCCCC2)C2CCCCC2)CCCCC1>>[O:36]=[S:32]1(=[O:35])[CH2:33][CH2:34][N:29]([CH2:28][C:27]2[CH:37]=[CH:38][C:24]([NH:1][C:2]3[N:22]=[C:5]4[C:6]([C:10]5[CH:11]=[CH:12][C:13]([N:16]([CH3:21])[S:17]([CH3:20])(=[O:19])=[O:18])=[CH:14][CH:15]=5)=[CH:7][CH:8]=[CH:9][N:4]4[N:3]=3)=[CH:25][CH:26]=2)[CH2:30][CH2:31]1. Procedure details: N-{4-[2-({4-[(1,1-dioxidothiomorpholin-4-yl)methyl]phenyl}amino)[1,2,4]triazolo[1,5-a]pyridin-8-yl]phenyl}-N-methylmethanesulfonamide was prepared from N-[4-(2-amino-[1,2,4]triazolo[1,5-a]pyridin-8-yl)-phenyl]-N-methyl-methanesulfonamide (75.0 mg, 0.236 mmol) and 4-(4-bromo-benzyl)-thiomorpholine 1,1-dioxide (80.0 mg, 0.263 mmol) with 2,2′-bis-dicyclohexylphosphanyl-biphenyl (25.0 mg, 0.0457 mmol) as the ligand in a manner analogous to Example 2d. Product isolated as an orange solid (0.083 g, 65... Starting materials: ClC1=CC=CC(=N1)CC(C)=O (1-(6-chloro-pyridin-2-yl)-propan-2-one), CC1(OB(OC1(C)C)C1=CC=2N(C=C1)C=CN2)C (7-(4,4,5,5-Tetramethyl-[1,3,2]dioxaborolan-2-yl)-imidazo[1,2-a]pyridine). Procedure: Prepare from 1-(6-chloro-pyridin-2-yl)-propan-2-one and 7-(4,4,5,5-Tetramethyl-[1,3,2]dioxaborolan-2-yl)-imidazo[1,2-a]pyridine using conditions similar to Preparation 21 step A. MS(ES), m/z 170 (M+1). As a reaction SMILES: Cl[C:2]1[N:7]=[C:6]([CH2:8][C:9](=[O:11])[CH3:10])[CH:5]=[CH:4][CH:3]=1.CC1(C)C(C)(C)OB([C:20]2[CH:25]=[CH:24][N:23]3[CH:26]=[CH:27][N:28]=[C:22]3[CH:21]=2)O1>>[N:28]1[CH:27]=[CH:26][N:23]2[CH:24]=[CH:25][C:20]([C:2]3[N:7]=[C:6]([CH2:8][C:9](=[O:11])[CH3:10])[CH:5]=[CH:4][CH:3]=3)=[CH:21][C:22]=12. The product is N=1C=CN2C1C=C(C=C2)C2=CC=CC(=N2)CC(C)=O (1-(6-Imidazo[1,2-a]pyridin-7-yl-pyridin-2-yl)-propan-2-one). Reported procedure: The title compound was prepared from 2-amino-7-(2-bromo-phenyl)-7,8-dihydro-6H-quinazolin-5-one (example 2/h stage 2), following the procedure describing the synthesis of 2-amino-7-(4-fluoro-2-pyridin-3-yl-phenyl)-7,8-dihydro-6H-quinazolin-5-one (example 4/a stage 1) except for phenylboronic acid replacing 3-pyridylboronic acid. Product: NC1=NC=2CC(CC(C2C=N1)=O)C1=C(C=CC=C1)C1=CC=CC=C1 (2-Amino-7-biphenyl-2-yl-7,8-dihydro-6H-quinazolin-5-one). Reaction SMILES: [NH2:1][C:2]1[N:11]=[CH:10][C:9]2[C:8](=[O:12])[CH2:7][CH:6]([C:13]3[CH:18]=[CH:17][CH:16]=[CH:15][C:14]=3Br)[CH2:5][C:4]=2[N:3]=1.NC1N=C[C:28]2[C:27](=O)[CH2:26][CH:25](C3C=CC(F)=CC=3C3C=NC=CC=3)[CH2:24][C:23]=2N=1.C1(B(O)O)C=CC=CC=1>>[NH2:1][C:2]1[N:11]=[CH:10][C:9]2[C:8](=[O:12])[CH2:7][CH:6]([C:13]3[CH:18]=[CH:17][CH:16]=[CH:15][C:14]=3[C:23]3[CH:24]=[CH:25][CH:26]=[CH:27][CH:28]=3)[CH2:5][C:4]=2[N:3]=1. Reactants: NC1=NC=2CC(CC(C2C=N1)=O)C1=C(C=CC=C1)Br (2-amino-7-(2-bromo-phenyl)-7,8-dihydro-6H-quinazolin-5-one), NC1=NC=2CC(CC(C2C=N1)=O)C1=C(C=C(C=C1)F)C=1C=NC=CC1 (2-amino-7-(4-fluoro-2-pyridin-3-yl-phenyl)-7,8-dihydro-6H-quinazolin-5-one), C1(=CC=CC=C1)B(O)O (phenylboronic acid). Product: COC(=O)C1(OC(=O)c2ccc(O)o2)C(C)CC2C3CC(F)C4=CC(=O)C=CC4(C)C34OC4CC21C. Starting materials: CO, [Na+], COC(=O)C1(OC(=O)c2ccc(OC(C)=O)o2)C(C)CC2C3CC(F)C4=CC(=O)C=CC4(C)C34OC4CC21C, [OH-]. RXN SMILES: [CH3:42][OH:43].[Na+:41].[O:1]1[C:2]23[CH:3]1[CH2:4][C:5]1([CH3:39])[C:6]([C:23](=[O:24])[O:25][CH3:26])([O:27][C:28](=[O:29])[c:30]4[o:31][c:32]([O:35][C:36](=[O:37])[CH3:38])[cH:33][cH:34]4)[CH:7]([CH3:22])[CH2:8][CH:9]1[CH:10]2[CH2:11][CH:12]([F:21])[C:13]1=[CH:14][C:15](=[O:20])[CH:16]=[CH:17][C:18]31[CH3:19].[OH-:40]>>[O:1]1[C:2]23[CH:3]1[CH2:4][C:5]1([CH3:39])[C:6]([C:23](=[O:24])[O:25][CH3:26])([O:27][C:28](=[O:29])[c:30]4[o:31][c:32]([OH:35])[cH:33][cH:34]4)[CH:7]([CH3:22])[CH2:8][CH:9]1[CH:10]2[CH2:11][CH:12]([F:21])[C:13]1=[CH:14][C:15](=[O:20])[CH:16]=[CH:17][C:18]31[CH3:19]. Starting materials: ClC=1C=CC=2N(N1)C(=CN2)C(C)C=2C(=C1C=CC=NC1=CC2F)F ((rac)-6-[1-(6-chloro-imidazo[1,2-b]pyridazin-3-yl)-ethyl]-5,7-difluoro-quinoline), Cl.Cl.N1=C(C=CC=C1)N1C(CNCC1)=O (1-(pyridin-2-yl)piperazin-2-one dihydrochloride salt), ClC=1C=CC=2N(N1)C(=CN2)C(C)C=2C(=C1C=CC=NC1=CC2F)F ((rac)-6-[1-(6-chloro-imidazo[1,2-b]pyridazin-3-yl)-ethyl]-5,7-difluoro-quinoline), [F-].[K+] (KF). Solvent: CN1CCCC1=O (NMP). Run at temperature 180 celsius, time 16 hour. Product: FC1=C2C=CC=NC2=CC(=C1C(C)C1=CN=C2N1N=C(C=C2)N2CC(N(CC2)C2=NC=CC=C2)=O)F ((rac)-4-{3-[1-(5,7-Difluoro-quinolin-6-yl)-ethyl]-imidazo[1,2-b]pyridazin-6-yl}-1-(pyridin-2-yl)piperazin-2-one). As a reaction SMILES: Cl[C:2]1[CH:3]=[CH:4][C:5]2[N:6]([C:8]([CH:11]([C:13]3[C:14]([F:24])=[C:15]4[C:20](=[CH:21][C:22]=3[F:23])[N:19]=[CH:18][CH:17]=[CH:16]4)[CH3:12])=[CH:9][N:10]=2)[N:7]=1.[F-].[K+].Cl.Cl.[N:29]1[CH:34]=[CH:33][CH:32]=[CH:31][C:30]=1[N:35]1[CH2:40][CH2:39][NH:38][CH2:37][C:36]1=[O:41]>CN1C(=O)CCC1>[F:24][C:14]1[C:13]([CH:11]([C:8]2[N:6]3[N:7]=[C:2]([N:38]4[CH2:39][CH2:40][N:35]([C:30]5[CH:31]=[CH:32][CH:33]=[CH:34][N:29]=5)[C:36](=[O:41])[CH2:37]4)[CH:3]=[CH:4][C:5]3=[N:10][CH:9]=2)[CH3:12])=[C:22]([F:23])[CH:21]=[C:20]2[C:15]=1[CH:16]=[CH:17][CH:18]=[N:19]2 |f:1.2,3.4.5|. Procedure details: (rac)-6-[1-(6-Chloro-imidazo[1,2-b]pyridazin-3-yl)-ethyl]-5,7-difluoro-quinoline (Intermediate C, 50 mg, 0.145 mmol), KF (84 mg, 1.450 mmol), 1-(pyridin-2-yl)piperazin-2-one dihydrochloride salt (109 mg, 0.435 mmol) were suspended in NMP (483 μL). The RM was stirred at 180° C. for 16 h. The mixture was purified by preparative UPLC with acetonitrile and water (+0.1% TFA) The fractions were collected and acetonitrile was removed. It was taken up with MeOH and passed through an SPE cartridge of PL-...